From a dataset of the Open Reaction Database (ORD), a public repository of structured organic reaction records. describe an organic reaction: reactants, conditions, products, and yield Starting materials: ClC=1C=C(C(=C(C1)NC(OC(C)(C)C)=O)C)C#C (1,1-dimethylethyl (5-chloro-3-ethynyl-2-methylphenyl)carbamate), FC(C(=O)O)(F)F (trifluoroacetic acid). Solvent: ClCCl (dichloromethane). Reaction conditions: time 1 hour. The product is ClC=1C=C(C(=C(N)C1)C)C#C (5-chloro-3-ethynyl-2-methylaniline). Yield: 39.6%. RXN SMILES: [Cl:1][C:2]1[CH:3]=[C:4]([C:17]#[CH:18])[C:5]([CH3:16])=[C:6]([NH:8]C(=O)OC(C)(C)C)[CH:7]=1.FC(F)(F)C(O)=O>ClCCl>[Cl:1][C:2]1[CH:3]=[C:4]([C:17]#[CH:18])[C:5]([CH3:16])=[C:6]([CH:7]=1)[NH2:8]. Procedure details: To a solution of 1,1-dimethylethyl (5-chloro-3-ethynyl-2-methylphenyl)carbamate (242 mg, 0.91 mmol) in dichloromethane (2 mL) was added trifluoroacetic acid (500 μl). The solution was stirred at ambient temperature for 1 hour. The solution was partitioned between saturated sodium bicarbonate and dichloromethane. The aqueous layer was extracted twice with dichloromethane. The combined organic portions were washed with brine, dried over sodium sulfate, filtered and concentrated in-vacuo to afford ... Starting materials: C(=O)([O-])[O-].[Na+].[Na+] (Na2CO3), Cl.C1(=CC=CC=C1)[C@H]1[C@@H](CCCC1)OC([C@@H]([C@H](C1=CC=C(C=C1)OC)SC1=C(C=CC2=CC=CC=C12)N)O)=O ((2S,3S)-3-[(2-amino-1-naphthalenyl)thio]-2-hydroxy-3-(4-methoxyphenyl) propanoic acid (1R,2S)-2-phenylcyclohexyl ester hydrochloride), C(Cl)Cl (methylene chloride), C1(=CC=C(C=C1)S(=O)(=O)O)C (p-toluene sulfonic acid), monohydrate. The solvent is C=1(C(=CC=CC1)C)C (xylene). The product is O[C@H]1C(NC2=C(S[C@H]1C1=CC=C(C=C1)OC)C1=CC=CC=C1C=C2)=O ((2 S,3S)-2,3-dihydro-3-hydroxy-2-(4-methoxyphenyl)-naphtho-[1,2-b][1,4]thiazepin-4(5H)-one). Isolated yield 88.7%. As a reaction SMILES: C([O-])([O-])=O.[Na+].[Na+].Cl.C1([C@@H]2CCCC[C@H]2[O:20][C:21](=O)[C@H:22]([OH:44])[C@@H:23]([S:32][C:33]2[C:42]3[C:37](=[CH:38][CH:39]=[CH:40][CH:41]=3)[CH:36]=[CH:35][C:34]=2[NH2:43])[C:24]2[CH:29]=[CH:28][C:27]([O:30][CH3:31])=[CH:26][CH:25]=2)C=CC=CC=1.C(Cl)Cl.C1(C)C=CC(S(O)(=O)=O)=CC=1>C1(C)C(C)=CC=CC=1>[OH:44][C@@H:22]1[C@H:23]([C:24]2[CH:25]=[CH:26][C:27]([O:30][CH3:31])=[CH:28][CH:29]=2)[S:32][C:33]2[C:42]3[C:37]([CH:36]=[CH:35][C:34]=2[NH:43][C:21]1=[O:20])=[CH:38][CH:39]=[CH:40][CH:41]=3 |f:0.1.2,3.4|. Procedure details: A 10-gallon extractor was charged with 12.0 L of 3N Na2CO3, 575 g (1.02 mole) of (2S,3S)-3-[(2-amino-1-naphthalenyl)thio]-2-hydroxy-3-(4-methoxyphenyl) propanoic acid (1R,2S)-2-phenylcyclohexyl ester hydrochloride and 8.0 L of methylene chloride. The aqueous layer was successively extracted with an additional 4L+2L=6.0 L of methylene chloride. The combined organic layers were dried by filtration through a pad of anhydrous potassium carbonate and evaporated in vacuo to afford the free base which ... The reactants are C(#N)CC(=O)OCC (ethyl cyanoacetate), C(C)N(C(C)C)C(C)C (N-ethyl-N-isopropylpropan-2-amine), O=C(CC(=O)OCC)CCC (ethyl 3-oxohexanoate), COC(N(C)C)OC (1,1-dimethoxy-N,N-dimethylmethanamine). Run in O (Water), C(C)O (ethanol), O (water), C(C)O (ethanol), C(C)O (ethanol), C(C)(=O)O (Acetic acid). Reaction conditions: temperature 45 celsius, time 3 hour. Product: OC1=NC(=C(C=C1C(=O)OCC)C(=O)OCC)CCC (Diethyl 2-hydroxy-6-propylpyridine-3,5-dicarboxylate). RXN SMILES: O=C(CCC)[CH2:3][C:4]([O:6][CH2:7][CH3:8])=[O:5].CO[CH:14]([O:18]C)[N:15]([CH3:17])C.[C:20]([CH2:22][C:23]([O:25][CH2:26][CH3:27])=[O:24])#N.C(N(C(C)C)[CH:31]([CH3:33])[CH3:32])C>C(O)C.O.C(O)(=O)C>[OH:18][C:14]1[C:3]([C:4]([O:6][CH2:7][CH3:8])=[O:5])=[CH:20][C:22]([C:23]([O:25][CH2:26][CH3:27])=[O:24])=[C:17]([CH2:32][CH2:31][CH3:33])[N:15]=1. Procedure: A mixture of ethyl 3-oxohexanoate (20.0 g) and 1,1-dimethoxy-N,N-dimethylmethanamine (15.8 g) in ethanol (40 mL) was stirred at 40 to 50° C. for 3 hours. After cooling to 25° C., ethyl cyanoacetate (15.7 g) was added to the mixture followed by addition of N-ethyl-N-isopropylpropan-2-amine (22.1 mL) at room temperature. The mixture was stirred at 50° C. for 16 hours. Acetic acid (9.11 g) and ethanol (40 mL) were added to the mixture at room temperature. The mixture was warmed to 50° C., and water...